This data is from the Open Reaction Database (ORD), a public repository of structured organic reaction records. The task is: describe an organic reaction: reactants, conditions, products, and yield Reactants: [Li+].[OH-] (LiOH), FC1=C(C(=CC=2C(=NOC21)C)C(=O)OC)NC2=C(C=C(C=C2)I)F (methyl 7-fluoro-6-(2-fluoro-4-iodophenylamino)-3-methylbenzo[d]isoxazole-5-carboxylate). Run in O (H2O), C1CCOC1 (THF), O (H2O). Reaction conditions: time 3 hour. The product is FC1=C(C(=CC=2C(=NOC21)C)C(=O)O)NC2=C(C=C(C=C2)I)F (7-fluoro-6-(2-fluoro-4-iodophenylamino)-3-methylbenzo[d]isoxazole-5-carboxylic acid). The yield is 84.6%. As a reaction SMILES: [F:1][C:2]1[C:10]2[O:9][N:8]=[C:7]([CH3:11])[C:6]=2[CH:5]=[C:4]([C:12]([O:14]C)=[O:13])[C:3]=1[NH:16][C:17]1[CH:22]=[CH:21][C:20]([I:23])=[CH:19][C:18]=1[F:24].[Li+].[OH-]>C1COCC1.O>[F:1][C:2]1[C:10]2[O:9][N:8]=[C:7]([CH3:11])[C:6]=2[CH:5]=[C:4]([C:12]([OH:14])=[O:13])[C:3]=1[NH:16][C:17]1[CH:22]=[CH:21][C:20]([I:23])=[CH:19][C:18]=1[F:24] |f:1.2|. Procedure: To a solution of methyl 7-fluoro-6-(2-fluoro-4-iodophenylamino)-3-methylbenzo[d]isoxazole-5-carboxylate (3.77 g, 8.49 mmol) in a mixture of THF (200 ml) and H2O (100 ml) was added a solution of LiOH (1.20 g, 50 mmol) in H2O (50 ml). After stirring at room temperature for 3 h, the reaction was concentrated, acidified with 1 M HCl solution, and extracted with EtOAc (2×100 ml). The organic solution was dried over Na2SO4 and concentrated to give 3.09 g (95%) of 7-fluoro-6-(2-fluoro-4-iodophenylamino...